This data is from the Open Reaction Database (ORD), a public repository of structured organic reaction records. The task is: describe an organic reaction: reactants, conditions, products, and yield Reactants: O=CNc1ccccc1, NC(=O)[O-], O=[N+]([O-])c1ccccc1. The product is NC(=O)N(c1ccccc1)c1ccccc1. Reaction SMILES: [CH:14]([NH:15][c:17]1[cH:18][cH:19][cH:20][cH:21][cH:22]1)=[O:16].[NH2:10][C:11]([O-:12])=[O:13].[O-:1][N+:2](=[O:3])[c:4]1[cH:5][cH:6][cH:7][cH:8][cH:9]1>>[N:2]([c:4]1[cH:5][cH:6][cH:7][cH:8][cH:9]1)([C:11]([NH2:10])=[O:13])[c:17]1[cH:18][cH:19][cH:20][cH:21][cH:22]1.